From a dataset of the Open Reaction Database (ORD), a public repository of structured organic reaction records. describe an organic reaction: reactants, conditions, products, and yield Starting materials: C1(=CC=CC=C1)P(C1=CC=CC=C1)C1=CC=CC=C1 (triphenylphosphine), O.NN (hydrazine hydrate), C(CNC(=O)C1=CC=CC=C1)(=O)OC (methyl hippurate), C(Cl)(Cl)(Cl)Cl (carbon tetrachloride). Run in O (water), C1CCOC1 (THF), C1CCOC1 (THF). Run at temperature 50 celsius. The product is C1(=CC=CC=C1)C1=NNC(CN1)=O (3-Phenyl-4,5-dihydro-1,2,4-triazin-6(1H)-one). Reaction SMILES: [C:1]([O:13]C)(=O)[CH2:2][NH:3][C:4]([C:6]1[CH:11]=[CH:10][CH:9]=[CH:8][CH:7]=1)=O.C1(P(C2C=CC=CC=2)C2C=CC=CC=2)C=CC=CC=1.C(Cl)(Cl)(Cl)Cl.O.[NH2:40][NH2:41]>C1COCC1.O>[C:6]1([C:4]2[NH:3][CH2:2][C:1](=[O:13])[NH:41][N:40]=2)[CH:11]=[CH:10][CH:9]=[CH:8][CH:7]=1 |f:3.4|. Procedure details: To 5.8 g. of methyl hippurate dissolved in 35 ml THF was added 3.9 g. of triphenylphosphine and 10.0 g. of carbon tetrachloride in 15 ml THF. The mixture was heated to about 50° C. for 6 hours and 3.0 g. of hydrazine hydrate was added. The mixture was refluxed for about 18 hours, cooled and poured into water. The solution was extracted with ethyl acetate, and the organic phase was then extracted with 1 N HCl. The acidic extract was neutralized with 6 N sodium hydroxide and the product was extrac... Reactants: Br, Br, CC(=O)NCc1ncc(C(C)=O)s1, CC(=O)O. Product: CC(=O)NCc1ncc(C(=O)CBr)s1. As a reaction SMILES: [Br:1].[BrH:15].[C:2]([CH3:3])(=[O:4])[c:5]1[cH:6][n:7][c:8]([CH2:10][NH:11][C:12]([CH3:13])=[O:14])[s:9]1.[CH3:16][C:17](=[O:18])[OH:19]>>[C:2]([CH2:3][Br:15])(=[O:4])[c:5]1[cH:6][n:7][c:8]([CH2:10][NH:11][C:12]([CH3:13])=[O:14])[s:9]1. Run at temperature 20 celsius, time 30 minute. Procedure: A mixture of a 1M solution of BH3 in THF(8 ml) and the compound of step 3 above (2 g) in THF-diglyme (10 ml/16 ml) is stirred under N2 for 30 minutes at 20° C. Me3NO.2H2O (2.2 g) is added to the mixture and refluxed in a preheated oil bath allowing the THF to evaporate, followed by refluxing the mixture for one hour. The mixture is cooled to 20° C., partitioned between CHCl3 and sat'd aqueous NaHCO3, and stirred for 30 minutes. The organic layer is separated, washed with H2O, dried (MgSO4), evap... Solvent: C1CCOC1.COCCOCCOC (THF diglyme). Yields the product OCCCC=1C(=C(C(=O)OC)C=C(C1N)Cl)OC (Methyl 3-(3-hydroxypropyl)-2-methoxy-4-amino-5-chlorobenzoate). The reactants are solution, C1CCOC1 (THF), C(C=C)C=1C(=C(C(=O)OC)C=C(C1N)Cl)OC (Methyl 3-allyl-2-methoxy-4-amino-5-chlorobenzoate), C1CCOC1 (THF). RXN SMILES: [CH2:1]([C:4]1[C:5]([O:16][CH3:17])=[C:6]([CH:11]=[C:12]([Cl:15])[C:13]=1[NH2:14])[C:7]([O:9][CH3:10])=[O:8])[CH:2]=[CH2:3].C1C[O:21]CC1>C1COCC1.COCCOCCOC>[OH:21][CH2:3][CH2:2][CH2:1][C:4]1[C:5]([O:16][CH3:17])=[C:6]([CH:11]=[C:12]([Cl:15])[C:13]=1[NH2:14])[C:7]([O:9][CH3:10])=[O:8] |f:2.3|.